Dataset: the Open Reaction Database (ORD), a public repository of structured organic reaction records. Task: describe an organic reaction: reactants, conditions, products, and yield Starting materials: Br, CC(=O)O, CCOC(=O)NC1CCN(c2nc3ccccc3n2Cc2ccc(F)cc2)CC1. Yields the product NC1CCN(c2nc3ccccc3n2Cc2ccc(F)cc2)CC1. RXN SMILES: [BrH:30].[CH3:31][C:32](=[O:33])[OH:34].[F:1][c:2]1[cH:3][cH:4][c:5]([CH2:8][n:9]2[c:10]([N:18]3[CH2:19][CH2:20][CH:21]([NH:24][C:25](=[O:26])[O:27][CH2:28][CH3:29])[CH2:22][CH2:23]3)[n:11][c:12]3[c:13]2[cH:14][cH:15][cH:16][cH:17]3)[cH:6][cH:7]1>>[F:1][c:2]1[cH:3][cH:4][c:5]([CH2:8][n:9]2[c:10]([N:18]3[CH2:19][CH2:20][CH:21]([NH2:24])[CH2:22][CH2:23]3)[n:11][c:12]3[c:13]2[cH:14][cH:15][cH:16][cH:17]3)[cH:6][cH:7]1. Starting materials: C(C)NCCCC(O)C1=CC=C(C=C1)NS(=O)(=O)C (N-[4-[4-(ethylamino)-1-hydroxybutyl]phenyl]methanesulfonamide), C([O-])(O)=O.[Na+] (sodium bicarbonate), BrCCCCC1CC1 (1-bromo-4 -cyclopropylbutane). Solvent: C(C)#N (acetonitrile). Yields the product C(C)N(CCCC(O)C1=CC=C(C=C1)NS(=O)(=O)C)CCCCC1CC1 (N-(4-(4-(Ethyl(4-cyclopropylbutyl)amino)-1-hydroxybutyl)phenyl)methanesulfonamide). Reaction SMILES: [CH2:1]([NH:3][CH2:4][CH2:5][CH2:6][CH:7]([C:9]1[CH:14]=[CH:13][C:12]([NH:15][S:16]([CH3:19])(=[O:18])=[O:17])=[CH:11][CH:10]=1)[OH:8])[CH3:2].C(=O)(O)[O-].[Na+].Br[CH2:26][CH2:27][CH2:28][CH2:29][CH:30]1[CH2:32][CH2:31]1>C(#N)C>[CH2:1]([N:3]([CH2:26][CH2:27][CH2:28][CH2:29][CH:30]1[CH2:32][CH2:31]1)[CH2:4][CH2:5][CH2:6][CH:7]([C:9]1[CH:10]=[CH:11][C:12]([NH:15][S:16]([CH3:19])(=[O:17])=[O:18])=[CH:13][CH:14]=1)[OH:8])[CH3:2] |f:1.2|. Reported procedure: According to Procedure B (Example 17, Step IV), a stirred mixture of N-[4-[4-(ethylamino)-1-hydroxybutyl]phenyl]methanesulfonamide Example 7, Step II) and sodium bicarbonate in acetonitrile was allowed to react with 1-bromo-4-cyclopropylbutane (Step IV) to give the titled product, a compound of Formula I'. The high resolution mass spectrum had M+ at m/z 382. Theory for C20H34N2O3S: 382.2290; measured: 382.2298. The reactants are C(C1=CC=CC=C1)N (benzylamine), 5A, CC1=C2CC(C(C2=C(C(=C1)C)O)=O)C1=CC=CC=C1 (4,6-dimethyl-7-hydroxy-2-phenyl-1-indanone). Solvent: ClCCl (dichloromethane), C(C)OCC (diethyl ether), C(C)OCC (diethyl ether). Run at time 2 day. Yields the product CC1=C2CC(=C(C2=C(C(=C1)C)O)NCC1=CC=CC=C1)C1=CC=CC=C1 (4,6-dimethyl-7-hydroxy-1-benzylamino-2-phenyl-3H-indene). As a reaction SMILES: [CH3:1][C:2]1[CH:10]=[C:9]([CH3:11])[C:8]([OH:12])=[C:7]2[C:3]=1[CH2:4][CH:5]([C:14]1[CH:19]=[CH:18][CH:17]=[CH:16][CH:15]=1)[C:6]2=O.[CH2:20]([NH2:27])[C:21]1[CH:26]=[CH:25][CH:24]=[CH:23][CH:22]=1>C(OCC)C.ClCCl>[CH3:1][C:2]1[CH:10]=[C:9]([CH3:11])[C:8]([OH:12])=[C:7]2[C:3]=1[CH2:4][C:5]([C:14]1[CH:19]=[CH:18][CH:17]=[CH:16][CH:15]=1)=[C:6]2[NH:27][CH2:20][C:21]1[CH:26]=[CH:25][CH:24]=[CH:23][CH:22]=1. Procedure details: 5.0 Grams of 4,6-dimethyl-7-hydroxy-2-phenyl-1-indanone was dissolved in 10 ml of diethyl ether and 10 ml of dichloromethane, then this solution was added dropwise gradually to a mixture of a solution of 2.55 ml of benzylamine in 10 ml of diethyl ether with 8 g of Molecular sieves 5A. The whole mixture was stirred at room temperature for 2 days and filtered by using Celite to obtain filtrate. The Celite used was washed with dichloromethane and ethanol, then these washing liquors were combined wi... The reactants are O (water), ClCCCCOC=1C=C2C=CC(NC2=CC1)=O (6-(4-chlorobutoxy)carbostyril), C(C1=CC=CC=C1)N (benzylamine), [I-].[Na+] (sodium iodide). Run in CN(C=O)C (dimethylformamide). Run at temperature 80 celsius, time 8 hour. Product: C(C1=CC=CC=C1)NCCCCOC=1C=C2C=CC(NC2=CC1)=O (6-(4-benzylaminobutoxy)carbostyril). Reaction SMILES: Cl[CH2:2][CH2:3][CH2:4][CH2:5][O:6][C:7]1[CH:8]=[C:9]2[C:14](=[CH:15][CH:16]=1)[NH:13][C:12](=[O:17])[CH:11]=[CH:10]2.[CH2:18]([NH2:25])[C:19]1[CH:24]=[CH:23][CH:22]=[CH:21][CH:20]=1.[I-].[Na+].O>CN(C)C=O>[CH2:18]([NH:25][CH2:2][CH2:3][CH2:4][CH2:5][O:6][C:7]1[CH:8]=[C:9]2[C:14](=[CH:15][CH:16]=1)[NH:13][C:12](=[O:17])[CH:11]=[CH:10]2)[C:19]1[CH:24]=[CH:23][CH:22]=[CH:21][CH:20]=1 |f:2.3|. Reported procedure: A suspension of 30 g of 6-(4-chlorobutoxy)carbostyril, 103 ml of benzylamine and 33 g of sodium iodide in 300 ml of dimethylformamide was stirred at 80° C. for 8 hours. The reaction mixture was allowed to cool and then poured into water. The resulting precipitate was collected by filtration. The precipitate was washed with water and diethyl ether in this order to obtain 29.1 g of 6-(4-benzylaminobutoxy)carbostyril. Starting materials: N([C@@H]([C@@H](C)CC)C(=O)N[C@@H](CC(OC(C)(C)C)=O)C(=O)N[C@@H](CCCNC(N)=N)C(=O)N[C@@H]([C@@H](C)CC)C(=O)O)C(=O)OCC1=CC=CC=C1 (Z-Ile-Asp(OtBu)-Arg-Ile-OH). Run in C(C)(=O)O (acetic acid). The product is N[C@@H]([C@@H](C)CC)C(=O)N[C@@H](CC(OC(C)(C)C)=O)C(=O)N[C@@H](CCCNC(N)=N)C(=O)N[C@@H]([C@@H](C)CC)C(=O)O.CC(=O)O (H-Ile-Asp(OtBu)-Arg-Ile-OH acetate). RXN SMILES: [NH:1](C(OCC1C=CC=CC=1)=O)[C@H:2]([C:7]([NH:9][C@H:10]([C:19]([NH:21][C@H:22]([C:30]([NH:32][C@H:33]([C:38]([OH:40])=[O:39])[C@H:34]([CH2:36][CH3:37])[CH3:35])=[O:31])[CH2:23][CH2:24][CH2:25][NH:26][C:27](=[NH:29])[NH2:28])=[O:20])[CH2:11][C:12](=[O:18])[O:13][C:14]([CH3:17])([CH3:16])[CH3:15])=[O:8])[C@H:3]([CH2:5][CH3:6])[CH3:4]>C(O)(=O)C>[NH2:1][C@H:2]([C:7]([NH:9][C@H:10]([C:19]([NH:21][C@H:22]([C:30]([NH:32][C@H:33]([C:38]([OH:40])=[O:39])[C@H:34]([CH2:36][CH3:37])[CH3:35])=[O:31])[CH2:23][CH2:24][CH2:25][NH:26][C:27](=[NH:28])[NH2:29])=[O:20])[CH2:11][C:12](=[O:18])[O:13][C:14]([CH3:17])([CH3:16])[CH3:15])=[O:8])[C@H:3]([CH2:5][CH3:6])[CH3:4].[CH3:11][C:12]([OH:18])=[O:13] |f:2.3|. Reported procedure: 10.7 g of Z-Ile-Asp(OtBu)-Arg-Ile-OH are catalytically hydrogenated in 150 ml of 90% acetic acid in analogy to Example 1b. Starting materials: Nc1ccc(Br)cc1F, [C-]#N, CN1CCCC1=O, N#C[Na]. Product: N#Cc1ccc(N)c(F)c1. Reaction SMILES: [Br:1][c:2]1[cH:3][c:4]([F:9])[c:5]([NH2:6])[cH:7][cH:8]1.[C-:10]#[N:11].[CH3:15][N:16]1[CH2:17][CH2:18][CH2:19][C:20]1=[O:21].[Na:12][C:13]#[N:14]>>[c:2]1([C:13]#[N:14])[cH:3][c:4]([F:9])[c:5]([NH2:6])[cH:7][cH:8]1. Procedure: A solution of 0.072 g of 2(R)-[1(S)-[(tetrahydro-2(RS)-pyranyloxy)carbamoyl]-4-phenylbutyl]-4-methyl-N-(2,6-dioxo-1-piperazinyl)valeramide in a mixture of 5 ml of isopropyl alcohol and 1 ml of methanol was treated with 0.030 g of p-toluenesulphonic acid monohydrate at 0° C. The mixture was left to warm to room temperature and was stirred overnight. Evaporation and trituration of the residue with diethyl ether gave 0.059 g of 2(R)-[1(S)-(hydroxycarbamoyl)-4-phenylbutyl]-4-methyl-N-(2,6-dioxo-1-pi... Run at time 8 hour. RXN SMILES: O1CCCCC1[O:7][NH:8][C:9]([C@H:11]([C@@H:21]([CH2:33][CH:34]([CH3:36])[CH3:35])[C:22]([NH:24][N:25]1[C:30](=[O:31])[CH2:29][NH:28][CH2:27][C:26]1=[O:32])=[O:23])[CH2:12][CH2:13][CH2:14][C:15]1[CH:20]=[CH:19][CH:18]=[CH:17][CH:16]=1)=[O:10].O.[C:38]1([CH3:48])[CH:43]=[CH:42][C:41]([S:44]([OH:47])(=[O:46])=[O:45])=[CH:40][CH:39]=1>C(O)(C)C.CO>[C:38]1([CH3:48])[CH:39]=[CH:40][C:41]([S:44]([OH:47])(=[O:45])=[O:46])=[CH:42][CH:43]=1.[OH:7][NH:8][C:9]([C@H:11]([C@@H:21]([CH2:33][CH:34]([CH3:36])[CH3:35])[C:22]([NH:24][N:25]1[C:26](=[O:32])[CH2:27][NH:28][CH2:29][C:30]1=[O:31])=[O:23])[CH2:12][CH2:13][CH2:14][C:15]1[CH:16]=[CH:17][CH:18]=[CH:19][CH:20]=1)=[O:10] |f:1.2,5.6|. Run in C(C)(C)O (isopropyl alcohol), CO (methanol). Reactants: O1C(CCCC1)ONC(=O)[C@@H](CCCC1=CC=CC=C1)[C@H](C(=O)NN1C(CNCC1=O)=O)CC(C)C (2(R)-[1(S)-[(tetrahydro-2(RS)-pyranyloxy)carbamoyl]-4-phenylbutyl]-4-methyl-N-(2,6-dioxo-1-piperazinyl)valeramide), O.C1(=CC=C(C=C1)S(=O)(=O)O)C (p-toluenesulphonic acid monohydrate). Product: C1(=CC=C(C=C1)S(=O)(=O)O)C.ONC(=O)[C@@H](CCCC1=CC=CC=C1)[C@H](C(=O)NN1C(CNCC1=O)=O)CC(C)C (2(R)-[1(S)-(hydroxycarbamoyl)-4-phenylbutyl]-4-methyl-N-(2,6-dioxo-1-piperazinyl)valeramide p-toluenesulphonate). Yield: 69.7%. The reactants are C1CCOC1, N#Cc1cnc(Cl)s1, Nc1cc(Cl)ncn1, [H-], [Na+]. Yields the product N#Cc1cnc(Nc2cc(Cl)ncn2)s1. Reaction SMILES: [CH2:19]1[O:20][CH2:21][CH2:22][CH2:23]1.[Cl:11][c:12]1[s:13][c:14]([C:17]#[N:18])[cH:15][n:16]1.[Cl:1][c:2]1[cH:3][c:4]([NH2:8])[n:5][cH:6][n:7]1.[H-:9].[Na+:10]>>[Cl:1][c:2]1[cH:3][c:4]([NH:8][c:12]2[s:13][c:14]([C:17]#[N:18])[cH:15][n:16]2)[n:5][cH:6][n:7]1.